This data is from the Open Reaction Database (ORD), a public repository of structured organic reaction records. The task is: describe an organic reaction: reactants, conditions, products, and yield Reactants: C(C)OC(=O)C=1N(C(=C(C1B1OC(C(O1)(C)C)(C)C)C#N)CC)C (4-cyano-5-ethyl-1-methyl-3-(4,4,5,5-tetramethyl-[1,3,2]dioxaborolan-2-yl)-1H-pyrrole-2-carboxylic acid ethyl ester), IC1=CC=C(C=C1)C(CNS(=O)(=O)C(C)C)C (propane-2-sulfonic acid [2-(4-iodo-phenyl)-propyl]-amide), C(Cl)Cl (methylene chloride), C([O-])([O-])=O.[Na+].[Na+] (sodium carbonate). Solvent: CN(C)C=O (DMF), O (water). Reaction conditions: time 3 hour. Yields the product C(C)OC(=O)C=1N(C(=C(C1C1=CC=C(C=C1)C(CNS(=O)(=O)C(C)C)C)C#N)CC)C (4-cyano-5-ethyl-1-methyl-3-{4-[1-methyl-2-(propane-2-sulfonylamino)-ethyl]-phenyl}-1H-pyrrole-2-carboxylic acid ethyl ester). RXN SMILES: [CH2:1]([O:3][C:4]([C:6]1[N:7]([CH3:24])[C:8]([CH2:22][CH3:23])=[C:9]([C:20]#[N:21])[C:10]=1B1OC(C)(C)C(C)(C)O1)=[O:5])[CH3:2].I[C:26]1[CH:31]=[CH:30][C:29]([CH:32]([CH3:41])[CH2:33][NH:34][S:35]([CH:38]([CH3:40])[CH3:39])(=[O:37])=[O:36])=[CH:28][CH:27]=1.C(Cl)Cl.C(=O)([O-])[O-].[Na+].[Na+]>CN(C=O)C.O>[CH2:1]([O:3][C:4]([C:6]1[N:7]([CH3:24])[C:8]([CH2:22][CH3:23])=[C:9]([C:20]#[N:21])[C:10]=1[C:26]1[CH:27]=[CH:28][C:29]([CH:32]([CH3:41])[CH2:33][NH:34][S:35]([CH:38]([CH3:40])[CH3:39])(=[O:36])=[O:37])=[CH:30][CH:31]=1)=[O:5])[CH3:2] |f:3.4.5|. Procedure: Add 4-cyano-5-ethyl-1-methyl-3-(4,4,5,5-tetramethyl-[1,3,2]dioxaborolan-2-yl)-1H-pyrrole-2-carboxylic acid ethyl ester (0.22 g, 0.65 mmol, prepared in preparation 50), to propane-2-sulfonic acid [2-(4-iodo-phenyl)-propyl]-amide (0.20 g, 0.65 mmol, can be prepared as in J. Med. Chem., 43, 4354 (2000)), [1,1′-bis(diphenyl-phosphino)-ferrocene]dichloropalladium(1H) complex with methylene chloride (1:1) (0.013 g, 0.016 mmol), and 2M aqueous sodium carbonate (1.35 mL, 2.7 mmol) in DMF and heat to 80°...